Task: describe an organic reaction: reactants, conditions, products, and yield. Dataset: the Open Reaction Database (ORD), a public repository of structured organic reaction records Reactants: OC1=C(C=C(C(=O)O)C=C1)OC (4-hydroxy-3-methoxybenzoic acid), O1CCN(CC1)CCCCl (3-morpholinopropyl chloride), C([O-])([O-])=O.[K+].[K+] (potassium carbonate), [I-].[K+] (potassium iodide). Run in CN(C)C=O (DMF). Conditions: temperature 100 celsius. Product: COC=1C=C(C(=O)O)C=CC1OCCCN1CCOCC1 (3-methoxy-4-(3-morpholinopropoxy)benzoic acid). The yield is 109.3%. RXN SMILES: [OH:1][C:2]1[CH:10]=[CH:9][C:5]([C:6]([OH:8])=[O:7])=[CH:4][C:3]=1[O:11][CH3:12].[O:13]1[CH2:18][CH2:17][N:16]([CH2:19][CH2:20][CH2:21]Cl)[CH2:15][CH2:14]1.C(=O)([O-])[O-].[K+].[K+].[I-].[K+]>CN(C=O)C>[CH3:12][O:11][C:3]1[CH:4]=[C:5]([CH:9]=[CH:10][C:2]=1[O:1][CH2:21][CH2:20][CH2:19][N:16]1[CH2:17][CH2:18][O:13][CH2:14][CH2:15]1)[C:6]([OH:8])=[O:7] |f:2.3.4,5.6|. Reported procedure: A mixture of 4-hydroxy-3-methoxybenzoic acid (4.5 g, 26.8 mmol), 3-morpholinopropyl chloride (9.5 g, 58.0 mmol), (prepared according to J. Am. Chem. Soc. 1945, 67, 736), potassium carbonate (8.0 g, 58 mmol), potassium iodide (1.0 g, 0.22 mmol) and DMF (80 ml) was stirred and heated at 100° C. for 3 hours. The solid was removed by filtration and the volatiles were removed by evaporation. The residue was dissolved in ethanol (50 ml), 2M sodium hydroxide (50 ml) was added and the mixture heated at ... The reactants are BrCc1ccccc1, Cc1cc(C)c(Nc2nc(C)ccc2S(=O)(=O)c2ccc(O)cc2)c(C)c1, CC#N, CCOC(C)=O, [I-], [K+], [K+], [Na+], O=C([O-])[O-]. The product is Cc1cc(C)c(Nc2nc(C)ccc2S(=O)(=O)c2ccc(OCc3ccccc3)cc2)c(C)c1. Reaction SMILES: [Br:28][CH2:29][c:30]1[cH:31][cH:32][cH:33][cH:34][cH:35]1.[CH3:1][c:2]1[cH:3][cH:4][c:5]([S:18](=[O:19])(=[O:20])[c:21]2[cH:22][cH:23][c:24]([OH:27])[cH:25][cH:26]2)[c:6]([NH:8][c:9]2[c:10]([CH3:17])[cH:11][c:12]([CH3:16])[cH:13][c:14]2[CH3:15])[n:7]1.[CH3:44][C:45]#[N:46].[CH3:47][CH2:48][O:49][C:50]([CH3:51])=[O:52].[I-:42].[K+:36].[K+:37].[Na+:43].[O-:38][C:39]([O-:40])=[O:41]>>[CH3:1][c:2]1[cH:3][cH:4][c:5]([S:18](=[O:19])(=[O:20])[c:21]2[cH:22][cH:23][c:24]([O:27][CH2:29][c:30]3[cH:31][cH:32][cH:33][cH:34][cH:35]3)[cH:25][cH:26]2)[c:6]([NH:8][c:9]2[c:10]([CH3:17])[cH:11][c:12]([CH3:16])[cH:13][c:14]2[CH3:15])[n:7]1. The reactants are CCCCOc1ccc(S(=O)(=O)C2(C(=O)OCC)CCN(CC)CC2)cc1, CO, [Na+], [OH-]. The product is CCCCOc1ccc(S(=O)(=O)C2(C(=O)O)CCN(CC)CC2)cc1. RXN SMILES: [CH2:1]([CH3:2])[O:3][C:4](=[O:5])[C:6]1([S:14](=[O:15])(=[O:16])[c:17]2[cH:18][cH:19][c:20]([O:23][CH2:24][CH2:25][CH2:26][CH3:27])[cH:21][cH:22]2)[CH2:7][CH2:8][N:9]([CH2:12][CH3:13])[CH2:10][CH2:11]1.[CH3:28][OH:29].[Na+:31].[OH-:30]>>[O:3]=[C:4]([OH:5])[C:6]1([S:14](=[O:15])(=[O:16])[c:17]2[cH:18][cH:19][c:20]([O:23][CH2:24][CH2:25][CH2:26][CH3:27])[cH:21][cH:22]2)[CH2:7][CH2:8][N:9]([CH2:12][CH3:13])[CH2:10][CH2:11]1.